This data is from the Open Reaction Database (ORD), a public repository of structured organic reaction records. The task is: describe an organic reaction: reactants, conditions, products, and yield Reactants: BrC1=CC(=C(C(=C1)F)C(=O)N1CCN(CC1)C1=NC=C(C=C1)C)F ((4-bromo-2,6-difluorophenyl)[4-(5-methylpyridin-2-yl)piperazin-1-yl]methanone), O1C(N=CC1)=O (oxazolin-2-one). Yields the product FC=1C=C(C=C(C1C(=O)N1CCN(CC1)C1=NC=C(C=C1)C)F)N1C(OCC1)=O (3-{3,5-difluoro-4-[4-(5-methylpyridin-2-yl)piperazine-1-carbonyl]phenyl}oxazolidin-2-one). Isolated yield 63.7%. RXN SMILES: Br[C:2]1[CH:7]=[C:6]([F:8])[C:5]([C:9]([N:11]2[CH2:16][CH2:15][N:14]([C:17]3[CH:22]=[CH:21][C:20]([CH3:23])=[CH:19][N:18]=3)[CH2:13][CH2:12]2)=[O:10])=[C:4]([F:24])[CH:3]=1.[O:25]1[CH2:29][CH:28]=[N:27][C:26]1=[O:30]>>[F:24][C:4]1[CH:3]=[C:2]([N:27]2[CH2:28][CH2:29][O:25][C:26]2=[O:30])[CH:7]=[C:6]([F:8])[C:5]=1[C:9]([N:11]1[CH2:16][CH2:15][N:14]([C:17]2[CH:22]=[CH:21][C:20]([CH3:23])=[CH:19][N:18]=2)[CH2:13][CH2:12]1)=[O:10]. Procedure details: By reaction and treatment in the same manner as in Example 110 and using (4-bromo-2,6-difluorophenyl)[4-(5-methylpyridin-2-yl)piperazin-1-yl]methanone (396 mg) described in Preparation Example 185 and oxazolin-2-one (104 mg), the title compound (256 mg) was obtained.